From a dataset of the Open Reaction Database (ORD), a public repository of structured organic reaction records. describe an organic reaction: reactants, conditions, products, and yield Starting materials: ClC1=C(C(=O)O)C=C(C=C1)S(=O)(=O)Cl (2-chloro-5-(chlorosulfonyl)benzoic acid), CCN(C(C)C)C(C)C (DIEA), ClC1=C(C(=O)O)C(=CC=C1S(=O)(=O)NC)Cl (2,6-dichloro-3-[(methylamino)sulfonyl]benzoic acid). Product: ClC1=C(C(=O)O)C=C(C=C1)S(=O)(=O)NC(C)(C)C (2-chloro-5-{[(1,1-dimethylethyl)amino]sulfonyl}benzoic acid). As a reaction SMILES: [Cl:1][C:2]1[CH:10]=[CH:9][C:8]([S:11](Cl)(=[O:13])=[O:12])=[CH:7][C:3]=1[C:4]([OH:6])=[O:5].CC[N:17]([CH:21]([CH3:23])[CH3:22])C(C)C.Cl[C:25]1C(S(NC)(=O)=O)=CC=C(Cl)C=1C(O)=O>>[Cl:1][C:2]1[CH:10]=[CH:9][C:8]([S:11]([NH:17][C:21]([CH3:23])([CH3:25])[CH3:22])(=[O:13])=[O:12])=[CH:7][C:3]=1[C:4]([OH:6])=[O:5]. Procedure details: Prepared from a mixture of 2-chloro-5-(chlorosulfonyl)benzoic acid (200 mg, 0.78 mmol, 1 equiv) tert-butyl amine (98 μL, 0.94 mmol, 1.2 equiv) and DIEA (248 μL, 1.38 mmol, 2 equiv) following the general procedure for 2,6-dichloro-3-[(methylamino)sulfonyl]benzoic acid 881-1b. The crude reaction mixture was carried on without further purification. Run at temperature 120 celsius. As a reaction SMILES: [N:1]1[CH:6]=[CH:5][CH:4]=[C:3]([OH:7])[CH:2]=1.[H-].[Na+].Cl[C:11]1[N:18]=[CH:17][CH:16]=[CH:15][C:12]=1[C:13]#[N:14]>CN(C)C=O>[N:1]1[CH:6]=[CH:5][CH:4]=[C:3]([O:7][C:11]2[N:18]=[CH:17][CH:16]=[CH:15][C:12]=2[C:13]#[N:14])[CH:2]=1 |f:1.2|. Procedure details: To a solution of pyridin-3-ol (1.3 g, 10 mmol) in N,N-dimethyl formamide (25 ml) was added 60 % NaH in mineral oil (0.3 g, 15 mmol) and 2-chloronicotinonitrile (1.38 g, 10 mmol) and heated at 120° C. for overnight. The reaction mixture was quenched with 1M NaHCO3 and extracted with ethyl acetate (3×30 ml). The combined organic extracts were washed with saturated NaCl (50 ml), dried (Na2SO4), filtered and concentrated. The crude product was purified by flash column chromatography using dichlorome... The yield is 55.8%. The product is N1=CC(=CC=C1)OC1=C(C#N)C=CC=N1 (2-(Pyridin-3-yloxy)-nicotinonitrile). The solvent is CN(C=O)C (N,N-dimethyl formamide). Reactants: N1=CC(=CC=C1)O (pyridin-3-ol), [H-].[Na+] (NaH), oil, ClC1=C(C#N)C=CC=N1 (2-chloronicotinonitrile). Starting materials: C(CCC)[SnH](CCCC)CCCC (tri-n-butyltin hydride), C(O[C@H]1[C@@H](C[C@@H]2[C@H]1OC(OC2)C2=CC=C(C=C2)OC)N2C=CC1=C2N=CN=C1N[C@H]1CCC2=CC=CC=C12)(OC1=CC=CC=C1)=S (O-[(4aS,6R,7S,7aR)-6-{4-[(1S)-2,3-Dihydro-1H-inden-1-ylamino]-7H-pyrrolo-[2,3-d]pyrimidin-7-yl}-2-(4-methoxyphenyl)hexahydrocyclopenta[d][1,3]dioxin-7-yl] O-phenyl thiocarbonate), N(=NC(C#N)(C)C)C(C#N)(C)C (2,2′-azo-bis-isobutyronitrile). The solvent is C1(=CC=CC=C1)C (toluene). The product is [C@@H]1(CCC2=CC=CC=C12)NC=1C2=C(N=CN1)N(C=C2)[C@@H]2C[C@@H]1[C@@H](OC(OC1)C1=CC=C(C=C1)OC)C2 (N-[(1S)-2,3-Dihydro-1H-inden-1-yl]-7-[(4aS,6R,7aS)-2-(4-methoxyphenyl)-hexahydrocyclopenta[d][1,3]dioxin-6-yl]-7H-pyrrolo[2,3-d]pyrimidin-4-amine). The yield is 78.9%. As a reaction SMILES: C(=S)(OC1C=CC=CC=1)O[C@@H:3]1[C@@H:7]2[O:8][CH:9]([C:12]3[CH:17]=[CH:16][C:15]([O:18][CH3:19])=[CH:14][CH:13]=3)[O:10][CH2:11][C@@H:6]2[CH2:5][C@H:4]1[N:20]1[C:24]2[N:25]=[CH:26][N:27]=[C:28]([NH:29][C@@H:30]3[C:38]4[C:33](=[CH:34][CH:35]=[CH:36][CH:37]=4)[CH2:32][CH2:31]3)[C:23]=2[CH:22]=[CH:21]1.C([SnH](CCCC)CCCC)CCC.N(C(C)(C)C#N)=NC(C)(C)C#N>C1(C)C=CC=CC=1>[C@@H:30]1([NH:29][C:28]2[C:23]3[CH:22]=[CH:21][N:20]([C@H:4]4[CH2:3][C@@H:7]5[O:8][CH:9]([C:12]6[CH:13]=[CH:14][C:15]([O:18][CH3:19])=[CH:16][CH:17]=6)[O:10][CH2:11][C@@H:6]5[CH2:5]4)[C:24]=3[N:25]=[CH:26][N:27]=2)[C:38]2[C:33](=[CH:34][CH:35]=[CH:36][CH:37]=2)[CH2:32][CH2:31]1. Procedure details: O-[(4aS,6R,7S,7aR)-6-{4-[(1S)-2,3-Dihydro-1H-inden-1-ylamino]-7H-pyrrolo-[2,3-d]pyrimidin-7-yl}-2-(4-methoxyphenyl)hexahydrocyclopenta[d][1,3]dioxin-7-yl] O-phenyl thiocarbonate (5.00 g, 7.88 mmol) was dissolved in toluene (150. mL) under an atmosphere of nitrogen and tri-n-butyltin hydride (4.24 mL, 15.8 mmol) was added followed by 2,2′-azo-bis-isobutyronitrile (259 mg, 1.58 mmol). The solution was heated to reflux for 30 min, the mixture was cooled down, the solvent was concentrated to 30 mL a... The reactants are C1=CC=C(C=C1)C2=CC=CC=C2.C1=CC=C(C=C1)OC2=CC=CC=C2 (DOWTHERM), BrC=1C=C(C(=O)OC)C=CC1NC=C1C(OC(OC1=O)(C)C)=O (methyl 3-bromo-4-(((2,2-dimethyl-4,6-dioxo-1,3-dioxan-5-ylidene)methyl)amino)benzoate). Product: BrC=1C=C(C=C2C(C=CNC12)=O)C(=O)OC (methyl 8-bromo-4-oxo-1,4-dihydroquinoline-6-carboxylate). Reported procedure: To a flask with DOWTHERM (35 mL) at 210° C. was added methyl 3-bromo-4-(((2,2-dimethyl-4,6-dioxo-1,3-dioxan-5-ylidene)methyl)amino)benzoate (3.3 g, 8.59 mmol) in portions. The resulting solution was heated for 20 min and cooled down to room temperature. Solids were precipitated from the solution. To the reaction mixture was then added hexanes and the precipitate filtered. The solids were washed thoroughly with Et2O and hexanes and dried under vacuum to yield methyl 8-bromo-4-oxo-1,4-dihydroquino... RXN SMILES: C1C=CC(C2C=CC=CC=2)=CC=1.C1C=CC(OC2C=CC=CC=2)=CC=1.[Br:26][C:27]1[CH:28]=[C:29]([CH:34]=[CH:35][C:36]=1[NH:37][CH:38]=[C:39]1[C:44](=[O:45])OC(C)(C)OC1=O)[C:30]([O:32][CH3:33])=[O:31]>>[Br:26][C:27]1[CH:28]=[C:29]([C:30]([O:32][CH3:33])=[O:31])[CH:34]=[C:35]2[C:36]=1[NH:37][CH:38]=[CH:39][C:44]2=[O:45] |f:0.1|.